From a dataset of the Open Reaction Database (ORD), a public repository of structured organic reaction records. describe an organic reaction: reactants, conditions, products, and yield Reactants: O (water), COC1=C(C=CC=C1OCCOC)CO ((2-(methyloxy)-3-{[2-(methyloxy)ethyl]oxy}phenyl)methanol), N1=CC=CC=C1 (pyridine), S(=O)(Cl)Cl (thionyl chloride). Run in O1CCCC1 (tetrahydrofuran). Run at time 1 hour. The product is ClCC1=C(C(=CC=C1)OCCOC)OC (1-(chloromethyl)-2-(methyloxy)-3-{[2-(methyloxy)ethyl]oxy}benzene). Isolated yield 82.4%. As a reaction SMILES: [CH3:1][O:2][C:3]1[C:8]([O:9][CH2:10][CH2:11][O:12][CH3:13])=[CH:7][CH:6]=[CH:5][C:4]=1[CH2:14]O.N1C=CC=CC=1.S(Cl)([Cl:24])=O.O>O1CCCC1>[Cl:24][CH2:14][C:4]1[CH:5]=[CH:6][CH:7]=[C:8]([O:9][CH2:10][CH2:11][O:12][CH3:13])[C:3]=1[O:2][CH3:1]. Procedure: To a solution of (2-(methyloxy)-3-{[2-(methyloxy)ethyl]oxy}phenyl)methanol (0.37 g, 1.7 mmol) and pyridine (0.23 mL 2.8 mmol) in tetrahydrofuran (8 mL) at 0° C. was added thionyl chloride (0.14 mL, 1.9 mmol) and the reaction mixture warmed to room temperature and stirred for one hour. Then it was poured into water (20 mL) and extracted with ethyl acetate (3×20 mL). The combined extract was washed with water and brine (20 mL each), dried over sodium sulfate, filtered and concentrated to give 1-(c... The reactants are Cl[Sn]Cl (SnCl2), [Sn] (tin), C(=O)(C(F)(F)F)O (TFA), C(C)(C)C=1SC(=C(N1)C#N)NC1=C(C=CC=C1)[N+](=O)[O-] (2-isopropyl-5-(2-nitro-phenylamino)-thiazole-4-carbonitrile), crude product. Run in Cl (HCl), O (water), C(C)#N (ACN), CC(C)O (IPA), Cl (HCl). Conditions: temperature 60 celsius. Yields the product Cl.C(C)(C)C1=NC=2C(=NC3=C(NC2S1)C=CC=C3)N (2-Isopropyl-4H-3-thia-1,4,9-triaza-benzo[f]azulen-10-ylamine hydrochloride). Isolated yield 95.9%. RXN SMILES: [CH:1]([C:4]1[S:5][C:6]([NH:11][C:12]2[CH:17]=[CH:16][CH:15]=[CH:14][C:13]=2[N+:18]([O-])=O)=[C:7]([C:9]#[N:10])[N:8]=1)([CH3:3])[CH3:2].[Cl:21][Sn]Cl.C(O)(C(F)(F)F)=O.[Sn]>Cl.O.C(#N)C.CC(O)C>[ClH:21].[CH:1]([C:4]1[S:5][C:6]2[NH:11][C:12]3[CH:17]=[CH:16][CH:15]=[CH:14][C:13]=3[N:18]=[C:9]([NH2:10])[C:7]=2[N:8]=1)([CH3:3])[CH3:2] |f:8.9,^3:30|. Reported procedure: Combine 2-isopropyl-5-(2-nitro-phenylamino)-thiazole-4-carbonitrile (35.1 g, 122 mmol) and IPA (525 mL) stir under N2 and heat to 60° C. to dissolve. Add a solution of SnCl2 (70.0 g, 369 mmol, 3.0 eq.) in aqueous 5M HCl (525 mL) dropwise over 30 min. Heat the reaction mixture at reflux (80–85° C.) for 1 h until complete by HPLC (Zorbax SB C18 25 cm, 60:40/ACN:0.1% TFA in water, 233 nm, 1.0 mL/min). Cooling the reaction to 50° C. Remove most of the solvent in vacuo. Treat the aqueous solid residu... Reactants: O=C([O-])[O-], O=C1CN(c2ccc(I)cc2OCc2ccccc2)S(=O)(=O)N1, COCCOC, [Na+], [Na+], OB(O)c1ccccc1, c1ccc(P(c2ccccc2)(c2ccccc2)[Pd](P(c2ccccc2)(c2ccccc2)c2ccccc2)(P(c2ccccc2)(c2ccccc2)c2ccccc2)P(c2ccccc2)(c2ccccc2)c2ccccc2)cc1. Product: O=C1CN(c2ccc(-c3ccccc3)cc2OCc2ccccc2)S(=O)(=O)N1. As a reaction SMILES: [C:33](=[O:34])([O-:35])[O-:36].[CH2:1]([c:2]1[cH:3][cH:4][cH:5][cH:6][cH:7]1)[O:8][c:9]1[c:10]([N:16]2[CH2:17][C:18](=[O:23])[NH:19][S:20]2(=[O:21])=[O:22])[cH:11][cH:12][c:13]([I:15])[cH:14]1.[CH3:39][O:40][CH2:41][CH2:42][O:43][CH3:44].[Na+:37].[Na+:38].[OH:24][B:25]([OH:26])[c:27]1[cH:28][cH:29][cH:30][cH:31][cH:32]1.[cH:45]1[cH:46][cH:47][c:48]([P:49]([Pd:50]([P:51]([c:52]2[cH:53][cH:54][cH:55][cH:56][cH:57]2)([c:58]2[cH:59][cH:60][cH:61][cH:62][cH:63]2)[c:64]2[cH:65][cH:66][cH:67][cH:68][cH:69]2)([P:70]([c:71]2[cH:72][cH:73][cH:74][cH:75][cH:76]2)([c:77]2[cH:78][cH:79][cH:80][cH:81][cH:82]2)[c:83]2[cH:84][cH:85][cH:86][cH:87][cH:88]2)[P:89]([c:90]2[cH:91][cH:92][cH:93][cH:94][cH:95]2)([c:96]2[cH:97][cH:98][cH:99][cH:100][cH:101]2)[c:102]2[cH:103][cH:104][cH:105][cH:106][cH:107]2)([c:108]2[cH:109][cH:110][cH:111][cH:112][cH:113]2)[c:114]2[cH:115][cH:116][cH:117][cH:118][cH:119]2)[cH:120][cH:121]1>>[CH2:1]([c:2]1[cH:3][cH:4][cH:5][cH:6][cH:7]1)[O:8][c:9]1[c:10]([N:16]2[CH2:17][C:18](=[O:23])[NH:19][S:20]2(=[O:21])=[O:22])[cH:11][cH:12][c:13](-[c:27]2[cH:28][cH:29][cH:30][cH:31][cH:32]2)[cH:14]1. Reactants: [BH4-], C1CCOC1, COc1ccc(CC(=O)c2cc(OC)cc(OC)c2)cc1, CO, [Na+]. Product: COc1ccc(CC(O)c2cc(OC)cc(OC)c2)cc1. Reaction SMILES: [BH4-:24].[CH2:26]1[O:27][CH2:28][CH2:29][CH2:30]1.[CH3:1][O:2][c:3]1[cH:4][c:5]([C:11]([CH2:12][c:13]2[cH:14][cH:15][c:16]([O:19][CH3:20])[cH:17][cH:18]2)=[O:21])[cH:6][c:7]([O:9][CH3:10])[cH:8]1.[CH3:22][OH:23].[Na+:25]>>[CH3:1][O:2][c:3]1[cH:4][c:5]([CH:11]([CH2:12][c:13]2[cH:14][cH:15][c:16]([O:19][CH3:20])[cH:17][cH:18]2)[OH:21])[cH:6][c:7]([O:9][CH3:10])[cH:8]1.